This data is from the Open Reaction Database (ORD), a public repository of structured organic reaction records. The task is: describe an organic reaction: reactants, conditions, products, and yield The reactants are N1=CN=C2N=CNC2=C1N (adenine), N1C(N)=NC=2N=CNC2C1=O (guanine), nucleobases. Reagents/catalysts: [Au] (gold). The solvent is C(C)O (ethanol). Yields the product N1=CN=C2N=CNC2=C1N.N1C(N)=NC=2N=CNC2C1=O (adenine guanine). RXN SMILES: [N:1]1[C:9]([NH2:10])=[C:8]2[C:4]([N:5]=[CH:6][NH:7]2)=[N:3][CH:2]=1.[NH:11]1[C:20](=[O:21])[C:19]2[NH:18][CH:17]=[N:16][C:15]=2[N:14]=[C:12]1[NH2:13]>[Au].C(O)C>[N:1]1[C:9]([NH2:10])=[C:8]2[C:4]([N:5]=[CH:6][NH:7]2)=[N:3][CH:2]=1.[NH:11]1[C:20](=[O:21])[C:19]2[NH:18][CH:17]=[N:16][C:15]=2[N:14]=[C:12]1[NH2:13] |f:4.5|. Reported procedure: For preparing the sample self-assembled monolayers (SAMs) of nucleobases (i.e., thiol derivatives of adenine, guanine, cytosine, and uracil), gold substrates were soaked into 10 mM sample ethanolic solutions (HPLC-grade ethanol, Wako Pure Chemical, Osaka, Japan) for 30 min, 45 min, or 1 h. After being taken out of the solution, the gold substrates were rinsed with ethanol to remove excess sample nucleobases physisorbed on the SAMs, and dried in vacuum. The sample adenine/guanine mixed SAMs were ... Starting materials: SCCC(=O)O (3-mercaptopropionic acid), OC(CC(=O)OC(C)(C)C)C1=C(C=CC=C1)CCCCCCCSC1=CC(=CC=C1)C(F)(F)F (t-butyl 3-hydroxy-3-[2-(7-(3-trifluoromethylphenylthio)heptyl)phenyl]propanoate). The solvent is FC(C(=O)O)(F)F (trifluoroacetic acid). Reaction conditions: time 1 hour. Product: C(=O)(O)CCSC(CC(=O)O)C1=C(C=CC=C1)CCCCCCCSC1=CC(=CC=C1)C(F)(F)F (3-(2-Carboxyethylthio)-3-[2-(7-(3-trifluoromethylphenylthio)heptyl)phenyl]propanoic acid). RXN SMILES: [SH:1][CH2:2][CH2:3][C:4]([OH:6])=[O:5].O[CH:8]([C:17]1[CH:22]=[CH:21][CH:20]=[CH:19][C:18]=1[CH2:23][CH2:24][CH2:25][CH2:26][CH2:27][CH2:28][CH2:29][S:30][C:31]1[CH:36]=[CH:35][CH:34]=[C:33]([C:37]([F:40])([F:39])[F:38])[CH:32]=1)[CH2:9][C:10]([O:12]C(C)(C)C)=[O:11]>FC(F)(F)C(O)=O>[C:4]([CH2:3][CH2:2][S:1][CH:8]([C:17]1[CH:22]=[CH:21][CH:20]=[CH:19][C:18]=1[CH2:23][CH2:24][CH2:25][CH2:26][CH2:27][CH2:28][CH2:29][S:30][C:31]1[CH:36]=[CH:35][CH:34]=[C:33]([C:37]([F:39])([F:38])[F:40])[CH:32]=1)[CH2:9][C:10]([OH:12])=[O:11])([OH:6])=[O:5]. Reported procedure: To trifluoroacetic acid (20 ml), cooled to 0° C., was added 3-mercaptopropionic acid (0.26 ml, 3 mmoles) followed by t-butyl 3-hydroxy-3-[2-(7-(3-trifluoromethylphenylthio)heptyl)phenyl]propanoate. The reaction mixture was stirred for 1 hour and evaporated. The resulting residue was diluted with carbon tetrachloride and washed with ice water. The organic layer was dried over sodium sulfate, filtered and evaporated. The resulting oil was flash chromatographed to give the desired product, -log KB ...